From a dataset of the Open Reaction Database (ORD), a public repository of structured organic reaction records. describe an organic reaction: reactants, conditions, products, and yield Reactants: O (Water), O (Water), O (Water), NC1=NC(=C(C(=N1)O)CC1=CC=C(C=C1)CC#N)C (2-(4-((2-Amino-4-hydroxy-6-methylpyrimidin-5-yl)methyl)phenyl)acetonitrile), C(C)(C)C1=C(C(=CC(=C1)C(C)C)C(C)C)S(=O)(=O)Cl (2,4,6-triisopropylbenzenesulfonyl chloride), C1CN2CCN1CC2 (DABCO). Solvent: C(C)#N (acetonitrile), C1CCOC1 (THF). Conditions: temperature 30 celsius, time 7 hour. Product: NC1=NC(=C(C(=N1)OS(=O)(=O)C1=C(C=C(C=C1C(C)C)C(C)C)C(C)C)CC1=CC=C(C=C1)CC#N)C (2-(4-((2-Amino-4-((2,4,6-triisopropylbenzenesulfonyl)oxy)-6-methylpyrimidin-5-yl)methyl)phenyl)acetonitrile). As a reaction SMILES: [NH2:1][C:2]1[N:7]=[C:6]([OH:8])[C:5]([CH2:9][C:10]2[CH:15]=[CH:14][C:13]([CH2:16][C:17]#[N:18])=[CH:12][CH:11]=2)=[C:4]([CH3:19])[N:3]=1.[CH:20]([C:23]1[CH:28]=[C:27]([CH:29]([CH3:31])[CH3:30])[CH:26]=[C:25]([CH:32]([CH3:34])[CH3:33])[C:24]=1[S:35](Cl)(=[O:37])=[O:36])([CH3:22])[CH3:21].C1N2CCN(CC2)C1.O>C1COCC1.C(#N)C>[NH2:1][C:2]1[N:7]=[C:6]([O:8][S:35]([C:24]2[C:25]([CH:32]([CH3:33])[CH3:34])=[CH:26][C:27]([CH:29]([CH3:31])[CH3:30])=[CH:28][C:23]=2[CH:20]([CH3:22])[CH3:21])(=[O:37])=[O:36])[C:5]([CH2:9][C:10]2[CH:15]=[CH:14][C:13]([CH2:16][C:17]#[N:18])=[CH:12][CH:11]=2)=[C:4]([CH3:19])[N:3]=1. Procedure: A suspension of the product from step (ii) (6.0 g, 23.6 mmol), 2,4,6-triisopropylbenzenesulfonyl chloride (9.28 g, 30.6 mmol) and DABCO (4.76 g, 42.5 mmol) in THF (48.0 g) was stirred at 30° C. for 7 hours. Water (9.6 g) was added to the mixture and the organic layer was separated and concentrated under reduced pressure to give a solid. The solid was dissolved in acetonitrile (57.0 g) and heated to 60° C. Water (36.0 g) was added to the solution and the mixture was stirred at 60° C. for 1 hour. ... The reactants are C(C1=CC=CC=C1)NC(=O)C1=C(N=C(S1)N1C(N(CC1)CC=1C=C(C(=O)OCC)C=CC1)=O)C (ethyl 3-((3-(5-(benzylcarbamoyl)-4-methylthiazol-2-yl)-2-oxoimidazolidin-1-yl)methyl)benzoate), C1(CC1)CN1C(N(CC1)C=1SC(=CN1)C(=O)OC)=O (methyl 2-(3-(cyclopropylmethyl)-2-oxoimidazolidin-1-yl)thiazole-5-carboxylate). Product: C1(CC1)CN1C(N(CC1)C=1SC(=CN1)C(=O)O)=O (2-(3-(cyclopropylmethyl)-2-oxoimidazolidin-1-yl)thiazole-5-carboxylic acid). The yield is 93.0%. As a reaction SMILES: C(NC(C1SC(N2CCN(CC3C=C(C=CC=3)C(OCC)=O)C2=O)=NC=1C)=O)C1C=CC=CC=1.[CH:35]1([CH2:38][N:39]2[CH2:43][CH2:42][N:41]([C:44]3[S:45][C:46]([C:49]([O:51]C)=[O:50])=[CH:47][N:48]=3)[C:40]2=[O:53])[CH2:37][CH2:36]1>>[CH:35]1([CH2:38][N:39]2[CH2:43][CH2:42][N:41]([C:44]3[S:45][C:46]([C:49]([OH:51])=[O:50])=[CH:47][N:48]=3)[C:40]2=[O:53])[CH2:37][CH2:36]1. Procedure: Following the procedure as described in Example 25, making variations as required to replace ethyl 3-((3-(5-(benzylcarbamoyl)-4-methylthiazol-2-yl)-2-oxoimidazolidin-1-yl)methyl)benzoate with methyl 2-(3-(cyclopropylmethyl)-2-oxoimidazolidin-1-yl)thiazole-5-carboxylate, the title compound was obtained as a colorless solid in 93% yield: mp 250-252 (water); 1H NMR (300 MHz, DMSO-d6) δ 12.97 (s, 1H), 7.93 (s, 1H), 4.03-3.96 (m, 2H), 3.66-3.61 (m, 2H), 3.08 (d, J=7.1 Hz, 2H), 0.96-0.87 (m, 1H), 0.49... Reactants: N(=O)[O-].[Na+] (NaNO2), ClC1=C(C(=O)N)C(=CC(=N1)Cl)C(F)(F)F (2,6-dichloro-4-(trifluoromethyl)nicotinamide). The solvent is O (water), OS(=O)(=O)O (H2SO4), O (water). Run at time 15 minute. Yields the product ClC1=C(C(=O)O)C(=CC(=N1)Cl)C(F)(F)F (2,6-dichloro-4-(trifluoromethyl)nicotinic acid). Isolated yield 94.9%. RXN SMILES: N([O-])=[O:2].[Na+].[Cl:5][C:6]1[N:14]=[C:13]([Cl:15])[CH:12]=[C:11]([C:16]([F:19])([F:18])[F:17])[C:7]=1[C:8](N)=[O:9]>O.OS(O)(=O)=O>[Cl:5][C:6]1[N:14]=[C:13]([Cl:15])[CH:12]=[C:11]([C:16]([F:19])([F:18])[F:17])[C:7]=1[C:8]([OH:2])=[O:9] |f:0.1|. Reported procedure: A solution of NaNO2 (9.59 g, 139 mmol) in water (95 mL) was added slowly to a solution of commercially available (Oakwood) 2,6-dichloro-4-(trifluoromethyl)nicotinamide (20.0 g, 77 mmol) in conc. H2SO4 resulting in evolution of heat and brown gas. The mixture was stirred at room temperature for 15 min, and then heated to 60° C. for 18 h. The solution was cooled to 0° C. and then water (15 mL) was added. The resulting mixture was extracted with Et2O (3×) and the combined organic extracts were drie... Reactants: OC(C(=O)OCCCl)C(C)C (2-chloroethyl 2-hydroxy-3-methylbutyrate), C(CO)(=O)OC (methyl glycolate), C(C)(C)(C)C1=CC=CC=C1 (tert-butylbenzene), OC(C(=O)OCCCl)C(C)C (2-chloroethyl 2-hydroxy-3-methylbutyrate). The solvent is C(C)OCC (ethyl ether). Yields the product OC(C(=O)OCC(=O)OC)C(C)C (2-methoxy-2-oxoethyl 2-hydroxy-3-methylbutyrate). Reaction SMILES: OC(C(C)C)[C:3]([O:5][CH2:6]CCl)=[O:4].[C:12]([O:16][CH3:17])(=[O:15])[CH2:13][OH:14].[C:18](C1C=CC=CC=1)(C)([CH3:20])[CH3:19]>C(OCC)C>[OH:14][CH:13]([CH:18]([CH3:20])[CH3:19])[C:12]([O:16][CH2:17][C:3]([O:5][CH3:6])=[O:4])=[O:15]. Reported procedure: A 6 mL aliquot of an ethyl ether solution containing 0.25M 2-chloroethyl 2-hydroxy-3-methylbutyrate, 0.25M methyl glycolate, and 1.0% tert-butylbenzene was added to 0.40 g Lipase P30. After mixing for 10 d at room temperature, the conversion of 2-chloroethyl 2-hydroxy-3-methylbutyrate to the title compound was estimated (by GC, Method A) to be <20%. The GC peak assigned to the title compound was confirmed by HRMS: calcd for C7H10O5Tms (M-CH3) 247.1001, obsd 247.0973. In identical reactions subst... Starting materials: Brc1cscc1Br, C1CCOC1, [Li]CCCC, CC(C)NC(C)C, CN(C)C=O. Yields the product O=Cc1scc(Br)c1Br. Reaction SMILES: [Br:13][c:14]1[cH:15][s:16][cH:17][c:18]1[Br:19].[CH2:25]1[O:26][CH2:27][CH2:28][CH2:29]1.[CH3:8][CH2:9][CH2:10][CH2:11][Li:12].[CH:1]([NH:2][CH:3]([CH3:4])[CH3:5])([CH3:6])[CH3:7].[O:20]=[CH:21][N:22]([CH3:23])[CH3:24]>>[Br:13][c:14]1[c:15]([CH:21]=[O:20])[s:16][cH:17][c:18]1[Br:19]. Reactants: CC(C)(C)OC(=O)CC(=O)CCl, O=N[O-], O=NO, [Na+]. Yields the product CC(C)(C)OC(=O)C(=NO)C(=O)CCl. RXN SMILES: [Cl:1][CH2:2][C:3]([CH2:4][C:5](=[O:6])[O:7][C:8]([CH3:9])([CH3:10])[CH3:11])=[O:12].[N:13](=[O:14])[O-:15].[N:17]([OH:18])=[O:19].[Na+:16]>>[Cl:1][CH2:2][C:3]([C:4]([C:5](=[O:6])[O:7][C:8]([CH3:9])([CH3:10])[CH3:11])=[N:13][OH:14])=[O:12]. Reactants: CO, [H][H], CCCC(=O)NCCNCC(O)COc1ccccc1C=CC(=O)OC. Product: CCCC(=O)NCCNCC(O)COc1ccccc1CCC(=O)OC. Reaction SMILES: [CH3:29][OH:30].[H:27][H:28].[OH:1][CH:2]([CH2:3][O:4][c:5]1[c:6]([CH:7]=[CH:8][C:9](=[O:10])[O:11][CH3:12])[cH:13][cH:14][cH:15][cH:16]1)[CH2:17][NH:18][CH2:19][CH2:20][NH:21][C:22]([CH2:23][CH2:24][CH3:25])=[O:26]>>[OH:1][CH:2]([CH2:3][O:4][c:5]1[c:6]([CH2:7][CH2:8][C:9](=[O:10])[O:11][CH3:12])[cH:13][cH:14][cH:15][cH:16]1)[CH2:17][NH:18][CH2:19][CH2:20][NH:21][C:22]([CH2:23][CH2:24][CH3:25])=[O:26].